This data is from the Open Reaction Database (ORD), a public repository of structured organic reaction records. The task is: describe an organic reaction: reactants, conditions, products, and yield Reactants: O=C(O)c1cccc2sc(-c3nc(Cl)ncc3Br)cc12, COc1ccc(C(NC(=O)c2cccc3sc(-c4nc(Cl)ncc4C)cc23)c2ccc(OC)cc2)cc1. The product is COc1ccc(C(NC(=O)c2cccc3sc(-c4nc(Cl)ncc4Br)cc23)c2ccc(OC)cc2)cc1. Reaction SMILES: [Br:38][c:39]1[c:40](-[c:41]2[s:42][c:43]3[cH:44][cH:45][cH:46][c:47]([C:48]([OH:49])=[O:50])[c:51]3[cH:52]2)[n:53][c:54]([Cl:55])[n:56][cH:57]1.[CH3:1][O:2][c:3]1[cH:4][cH:5][c:6]([CH:9]([c:10]2[cH:11][cH:12][c:13]([O:16][CH3:17])[cH:14][cH:15]2)[NH:18][C:19](=[O:20])[c:21]2[cH:22][cH:23][cH:24][c:25]3[s:26][c:27](-[c:30]4[n:31][c:32]([Cl:37])[n:33][cH:34][c:35]4[CH3:36])[cH:28][c:29]23)[cH:7][cH:8]1>>[CH3:1][O:2][c:3]1[cH:4][cH:5][c:6]([CH:9]([c:10]2[cH:11][cH:12][c:13]([O:16][CH3:17])[cH:14][cH:15]2)[NH:18][C:19](=[O:20])[c:21]2[cH:22][cH:23][cH:24][c:25]3[s:26][c:27](-[c:30]4[n:31][c:32]([Cl:37])[n:33][cH:34][c:35]4[Br:38])[cH:28][c:29]23)[cH:7][cH:8]1.